Dataset: the Open Reaction Database (ORD), a public repository of structured organic reaction records. Task: describe an organic reaction: reactants, conditions, products, and yield The reactants are C([O-])([O-])=O.[Na+].[Na+] (Sodium carbonate), BrC=1C=C2C(=NN(C2=CC1)COCC[Si](C)(C)C)NC(=O)C=1C(N(C=CC1)CC1=CC(=C(C=C1)F)F)=O (1-(3,4-Difluoro-benzyl)-2-oxo-1,2-dihydro-pyridine-3-carboxylic acid [5-bromo-1-(2-trimethylsilanyl-ethoxymethyl)-1H-indazol-3-yl]-amide), C1(=CC=CC=C1)S(=O)(=O)N1C=C(C=2C1=NC=CC2)B2OC(C(O2)(C)C)(C)C (1-Benzenesulfonyl-3-(4,4,5,5-tetramethyl-1,3,2-dioxaborolan-2-yl)-1H-pyrrolo[2,3-b]pyridine), ClCCl (dichloromethane), O1CCOCC1 (1,4-Dioxane). Yields the product C1(=CC=CC=C1)S(=O)(=O)N1C=C(C=2C1=NC=CC2)C=2C=C1C(=NN(C1=CC2)COCC[Si](C)(C)C)NC(=O)C=2C(N(C=CC2)CC2=CC(=C(C=C2)F)F)=O (1-(3,4-Difluoro-benzyl)-2-oxo-1,2-dihydro-pyridine-3-carboxylic acid [5-(1-benzenesulfonyl-1H-pyrrolo[2,3-b]pyridin-3-yl)-1-(2-trimethylsilanyl-ethoxymethyl)-1H-indazol-3-yl]-amide). Procedure: Into a Vial was dissolved 1-(3,4-Difluoro-benzyl)-2-oxo-1,2-dihydro-pyridine-3-carboxylic acid [5-bromo-1-(2-trimethylsilanyl-ethoxymethyl)-1H-indazol-3-yl]-amide (0.123 g, 0.209 mmol;) and 1-Benzenesulfonyl-3-(4,4,5,5-tetramethyl-1,3,2-dioxaborolan-2-yl)-1H-pyrrolo[2,3-b]pyridine (88 mg, 0.23 mmol;) and [1,1′-Bis(diphenylphosphino)ferrocene]dichloropalladium(II), complex with dichloromethane (1:1) (21 mg, 0.025 mmol; Strem;) in 1,4-Dioxane (2.69 mL, 34.4 mmol; Acros;). To this was added 2.0 M o... RXN SMILES: Br[C:2]1[CH:3]=[C:4]2[C:8](=[CH:9][CH:10]=1)[N:7]([CH2:11][O:12][CH2:13][CH2:14][Si:15]([CH3:18])([CH3:17])[CH3:16])[N:6]=[C:5]2[NH:19][C:20]([C:22]1[C:23](=[O:37])[N:24]([CH2:28][C:29]2[CH:34]=[CH:33][C:32]([F:35])=[C:31]([F:36])[CH:30]=2)[CH:25]=[CH:26][CH:27]=1)=[O:21].[C:38]1([S:44]([N:47]2[C:51]3=[N:52][CH:53]=[CH:54][CH:55]=[C:50]3[C:49](B3OC(C)(C)C(C)(C)O3)=[CH:48]2)(=[O:46])=[O:45])[CH:43]=[CH:42][CH:41]=[CH:40][CH:39]=1.ClCCl.O1CCOCC1.C(=O)([O-])[O-].[Na+].[Na+]>O.C1C=CC(P(C2C=CC=CC=2)[C-]2C=CC=C2)=CC=1.C1C=CC(P(C2C=CC=CC=2)[C-]2C=CC=C2)=CC=1.Cl[Pd]Cl.[Fe+2]>[C:38]1([S:44]([N:47]2[C:51]3=[N:52][CH:53]=[CH:54][CH:55]=[C:50]3[C:49]([C:2]3[CH:3]=[C:4]4[C:8](=[CH:9][CH:10]=3)[N:7]([CH2:11][O:12][CH2:13][CH2:14][Si:15]([CH3:17])([CH3:18])[CH3:16])[N:6]=[C:5]4[NH:19][C:20]([C:22]3[C:23](=[O:37])[N:24]([CH2:28][C:29]4[CH:34]=[CH:33][C:32]([F:35])=[C:31]([F:36])[CH:30]=4)[CH:25]=[CH:26][CH:27]=3)=[O:21])=[CH:48]2)(=[O:46])=[O:45])[CH:39]=[CH:40][CH:41]=[CH:42][CH:43]=1 |f:4.5.6,8.9.10.11|. Reaction conditions: temperature 100 celsius. Solvent: O (water). Isolated yield 41.2%. Reagents/catalysts: C1=CC=C(C=C1)P([C-]2C=CC=C2)C3=CC=CC=C3.C1=CC=C(C=C1)P([C-]2C=CC=C2)C3=CC=CC=C3.Cl[Pd]Cl.[Fe+2] ([1,1′-Bis(diphenylphosphino)ferrocene]dichloropalladium(II)). Starting materials: ClC1=NC2=CC=C(C=C2C(N1C)C1=CC=CC=C1)Cl (2,6-dichloro-3,4-dihydro-3-methyl-4-phenylquinazoline), COC(CN)OC (2,2-dimethoxyethylamine), ice water. Product: ClC=1C=C2C(N(C(=NC2=CC1)NCC(OC)OC)C)C1=CC=CC=C1 (6-chloro-3,4-dihydro-2-(2,2-dimethoxyethylamino)-3-methyl-4-phenylquinazoline). Reaction SMILES: Cl[C:2]1[N:11]([CH3:12])[CH:10]([C:13]2[CH:18]=[CH:17][CH:16]=[CH:15][CH:14]=2)[C:9]2[C:4](=[CH:5][CH:6]=[C:7]([Cl:19])[CH:8]=2)[N:3]=1.[CH3:20][O:21][CH:22]([O:25][CH3:26])[CH2:23][NH2:24]>>[Cl:19][C:7]1[CH:8]=[C:9]2[C:4](=[CH:5][CH:6]=1)[N:3]=[C:2]([NH:24][CH2:23][CH:22]([O:25][CH3:26])[O:21][CH3:20])[N:11]([CH3:12])[CH:10]2[C:13]1[CH:18]=[CH:17][CH:16]=[CH:15][CH:14]=1. Procedure details: The starting material may be prepared as follows: A mixture of 3.0 g of 2,6-dichloro-3,4-dihydro-3-methyl-4-phenylquinazoline and 15 ml of 2,2-dimethoxyethylamine was heated at 100°-110° C. for 1 hour. The mixture was poured into ice-water and the resulting mixture was extracted with ether. The ether layer was washed with water, dried over anhydrous sodium sulfate, and concentrated to dryness. The residual oil was crystallized from isopropyl ether-hexane to give 2.0 g of 6-chloro-3,4-dihydro-2-(... Reactants: COC1CCCC1 (cyclopentyl methyl ether), resultant mixture, FC1=CN=C2C=CC(NC2=C1)=O (7-fluoro-1,5-naphthyridin-2(1H)-one), P(=O)([O-])([O-])[O-].[K+].[K+].[K+] (potassium phosphate), BrCC(OCC)OCC (2-bromo-1,1-diethoxyethane), Cl (hydrochloric acid). The solvent is O (water), CS(=O)C (dimethyl sulfoxide). The product is C(C)OC(CN1C(C=CC2=NC=C(C=C12)F)=O)OCC (1-(2,2-diethoxyethyl)-7-fluoro-1,5-naphthyridin-2(1H)-one). Yield: 60.7%. Reaction SMILES: [F:1][C:2]1[CH:11]=[C:10]2[C:5]([CH:6]=[CH:7][C:8](=[O:12])[NH:9]2)=[N:4][CH:3]=1.P([O-])([O-])([O-])=O.[K+].[K+].[K+].Br[CH2:22][CH:23]([O:27][CH2:28][CH3:29])[O:24][CH2:25][CH3:26].COC1CCCC1.Cl>CS(C)=O.O>[CH2:25]([O:24][CH:23]([O:27][CH2:28][CH3:29])[CH2:22][N:9]1[C:10]2[C:5](=[N:4][CH:3]=[C:2]([F:1])[CH:11]=2)[CH:6]=[CH:7][C:8]1=[O:12])[CH3:26] |f:1.2.3.4|. Reported procedure: To a suspension of 3.00 g of 7-fluoro-1,5-naphthyridin-2(1H)-one and 5.04 g of potassium phosphate in 12 mL of dimethyl sulfoxide, 4.68 g of 2-bromo-1,1-diethoxyethane was added at room temperature, and the resultant mixture was stirred for 4.5 hours at 94° C. The reaction mixture was cooled, and 21 mL of water and 12 mL of cyclopentyl methyl ether were added thereto. The mixture was adjusted to pH 5.8 with 12 mol/L hydrochloric acid, subsequently the insoluble matter was filtered out, and the f... Starting materials: CS(=O)(=O)Cl (methanesulfonyl chloride), NC1CN(CC1)C(=O)C1=CC2=NC=CC(=C2S1)Cl ((3-amino-pyrrolidin-1-yl)-(7-chloro-thieno[3,2-b]pyridin-2yl)-methanone). Product: ClC1=C2C(=NC=C1)C=C(S2)C(=O)N2CC(CC2)NS(=O)(=O)C ((+/−)-Methanesulfonic acid {1-[7-chloro-thieno[3,2-b]pyridine-2-carbonyl]-pyrrolidin-3-yl}-amide). RXN SMILES: [CH3:1][S:2](Cl)(=[O:4])=[O:3].[NH2:6][CH:7]1[CH2:11][CH2:10][N:9]([C:12]([C:14]2[S:22][C:21]3[C:16](=[N:17][CH:18]=[CH:19][C:20]=3[Cl:23])[CH:15]=2)=[O:13])[CH2:8]1>>[Cl:23][C:20]1[CH:19]=[CH:18][N:17]=[C:16]2[CH:15]=[C:14]([C:12]([N:9]3[CH2:10][CH2:11][CH:7]([NH:6][S:2]([CH3:1])(=[O:4])=[O:3])[CH2:8]3)=[O:13])[S:22][C:21]=12. Procedure: The title compound was prepared from methanesulfonyl chloride and (3-amino-pyrrolidin-1-yl)-(7-chloro-thieno[3,2-b]pyridin-2yl)-methanone by a procedure analogous to Example 64C. MS: 360/362 (MH+); HPLC Rf: 3.22 min.; HPLC purity 98%. Starting materials: BrB(Br)Br, ClCCl, COc1cc(Br)c(OC)c2sc(N)nc12. Product: COc1c(Br)cc(O)c2nc(N)sc12. As a reaction SMILES: [B:16]([Br:17])([Br:18])[Br:19].[Cl:20][CH2:21][Cl:22].[NH2:1][c:2]1[s:3][c:4]2[c:5]([n:6]1)[c:7]([O:14][CH3:15])[cH:8][c:9]([Br:13])[c:10]2[O:11][CH3:12]>>[NH2:1][c:2]1[s:3][c:4]2[c:5]([n:6]1)[c:7]([OH:14])[cH:8][c:9]([Br:13])[c:10]2[O:11][CH3:12]. The reactants are O=S(=O)(OCCOC1CCCC1)c1ccc(Br)cc1, CC(C)=O, [I-], [Na+]. The product is ICCOC1CCCC1. RXN SMILES: [Br:1][c:2]1[cH:3][cH:4][c:5]([S:6]([O:7][CH2:12][CH2:13][O:14][CH:15]2[CH2:16][CH2:17][CH2:18][CH2:19]2)(=[O:8])=[O:9])[cH:10][cH:11]1.[CH3:22][C:23](=[O:24])[CH3:25].[I-:21].[Na+:20]>>[CH2:12]([CH2:13][O:14][CH:15]1[CH2:16][CH2:17][CH2:18][CH2:19]1)[I:21]. Reactants: C(C(=O)Cl)(=O)Cl (Oxalyl chloride), CC=1C=C(C(=O)O)C=CC1C=1C(=NC=CC1)C (3-methyl-4-(2-methylpyridin-3-yl)benzoic acid), FC=1C=CC(=C(C1)C(N)=NO)OC (5-fluoro-N′-hydroxy-2-methoxybenzenecarboximidamide), CCN(C(C)C)C(C)C (DIEA). Yields the product FC=1C=CC(=C(C1)C1=NOC(=N1)C1=CC(=C(C=C1)C=1C(=NC=CC1)C)C)OC (3-{4-[3-(5-fluoro-2-methoxyphenyl)-1,2,4-oxadiazol-5-yl]-2-methylphenyl}-2-methylpyridine). As a reaction SMILES: C(Cl)(=O)C(Cl)=O.[CH3:7][C:8]1[CH:9]=[C:10]([CH:14]=[CH:15][C:16]=1[C:17]1[C:18]([CH3:23])=[N:19][CH:20]=[CH:21][CH:22]=1)[C:11]([OH:13])=O.[F:24][C:25]1[CH:26]=[CH:27][C:28]([O:35][CH3:36])=[C:29]([C:31](=[N:33]O)[NH2:32])[CH:30]=1.CCN(C(C)C)C(C)C>>[F:24][C:25]1[CH:26]=[CH:27][C:28]([O:35][CH3:36])=[C:29]([C:31]2[N:32]=[C:11]([C:10]3[CH:14]=[CH:15][C:16]([C:17]4[C:18]([CH3:23])=[N:19][CH:20]=[CH:21][CH:22]=4)=[C:8]([CH3:7])[CH:9]=3)[O:13][N:33]=2)[CH:30]=1. Reported procedure: Oxalyl chloride (84 mg; 0.66 mmol; 3 eq.), Intermediate 37 (50 mg; 0.22 mmol; 1 eq.), Intermediate 23 (41 mg; 0.22 mmol, 1 eq.) and DIEA (85 mg; 0.66 mmol; 3 eq.) were reacted according to general procedure 2. Purification by column chromatography c-hexane/ethyl acetate, 90/10 then 85/15) afforded the title compound as a white solid.